This data is from the Open Reaction Database (ORD), a public repository of structured organic reaction records. The task is: describe an organic reaction: reactants, conditions, products, and yield The reactants are CN1C(=NC=C1C)[N+](=O)[O-] (1,5-dimethyl-2-nitroimidazole), C(C1=CC=CC=C1)=O (benzaldehyde), CC(C)([O-])C.[K+] (potassium tert-butoxide). Run in C(C)O (ethanol). Yields the product CN1C(=NC=C1C=CC1=CC=CC=C1)[N+](=O)[O-] (1-Methyl-2-nitro-5-styrylimidazole). Isolated yield 16.0%. Reaction SMILES: [CH3:1][N:2]1[C:6]([CH3:7])=[CH:5][N:4]=[C:3]1[N+:8]([O-:10])=[O:9].[CH:11](=O)[C:12]1[CH:17]=[CH:16][CH:15]=[CH:14][CH:13]=1.CC(C)([O-])C.[K+]>C(O)C>[CH3:1][N:2]1[C:6]([CH:7]=[CH:11][C:12]2[CH:17]=[CH:16][CH:15]=[CH:14][CH:13]=2)=[CH:5][N:4]=[C:3]1[N+:8]([O-:10])=[O:9] |f:2.3|. Reported procedure: A mixture of 7.2 g. of 1,5-dimethyl-2-nitroimidazole, 41.2 ml. of benzaldehyde and 7.9 g. of potassium tert-butoxide in 300 ml. of ethanol is refluxed for 35 minutes under nitrogen. The residue, which is obtained by evaporation of the reaction mixture under vacuum, is extracted with ethyl ether and filtered. The ethyl ether solution after concentration yields an oily residue which is chromatographed through 300 g. of silica gel by eluting with chloroform. After evaporation of the solvent under v... The reactants are [Cl-].[NH4+] (ammonium chloride), C(CCCC(=O)OCC)(=O)OCC (diethyl glutarate), C(C1=CC=CC=C1)=O (benzaldehyde), C1CCCCC1.C(C)(C)[N-]C(C)C.[Li+] (lithium diisopropylamide cyclohexane). Run in O1CCCC1 (tetrahydrofuran). Run at time 1.5 hour. The product is OC(C(CCC(=O)OCC)C(=O)OCC)C1=CC=CC=C1 (diethyl 4-hydroxy-4-phenyl-1,3-butanedicarboxylate). The yield is 51.1%. Reaction SMILES: [C:1]([O:11][CH2:12][CH3:13])(=[O:10])[CH2:2][CH2:3][CH2:4][C:5]([O:7][CH2:8][CH3:9])=[O:6].[CH:14](=[O:21])[C:15]1[CH:20]=[CH:19][CH:18]=[CH:17][CH:16]=1.C1CCCCC1.C([N-]C(C)C)(C)C.[Li+].[Cl-].[NH4+]>O1CCCC1>[OH:21][CH:14]([C:15]1[CH:20]=[CH:19][CH:18]=[CH:17][CH:16]=1)[CH:4]([C:5]([O:7][CH2:8][CH3:9])=[O:6])[CH2:3][CH2:2][C:1]([O:11][CH2:12][CH3:13])=[O:10] |f:2.3.4,5.6|. Reported procedure: 2.0 g of diethyl glutarate and 1.1 g of benzaldehyde were dissolved in 30 ml of tetrahydrofuran, and 8.5 ml of a 1.5M lithium diisopropylamide cyclohexane solution was dropwise added thereto at -78° C. under a nitrogen atmosphere, followed by stirring at the same temperature for 1.5 hours. A saturated ammonium chloride aqueous solution was added to the reaction solution, and the mixture was extracted with ethyl acetate. Then, the organic layer was washed with a saturated sodium chloride aqueous ... Starting materials: CC1=CC=C(OC(C(=O)O)C2=CC=CC=C2)C=C1 ((2RS)-2-(4-methylphenoxy)-2-phenylacetic acid), [Si](C)(C)(C(C)(C)C)O[C@@H]1C=C2C=C[C@@H]([C@@H]([C@H]2[C@H](C1)O)CC[C@@H]1C[C@H](CC(O1)=O)O[Si](C)(C)C(C)(C)C)C ((4R,6R)-6-{(1S,2S,6S,8S,8aR)-2-[1,2,6,7,8,8a-hexahydro-6-t-butyldimethylsilyloxy-8-hydroxy-2-methyl-1-naphthyl]ethyl}tetrahydro-4-t-butyldimethylsilyloxy-2H-pyran-2-one). The product is [Si](C)(C)(C(C)(C)C)O[C@@H]1C=C2C=C[C@@H]([C@@H]([C@H]2[C@H](C1)OC(C(C1=CC=CC=C1)OC1=CC=C(C=C1)C)=O)CC[C@@H]1C[C@H](CC(O1)=O)O[Si](C)(C)C(C)(C)C)C ((4R,6R)-6-([1S,2S,6S,8S,8aR]-2-{1,2,6,7,8,8a-Hexahydro-6-t-butyldimethylsilyloxy-8-[(2RS)-2-(4-methylphenoxy)-2-phenylacetoxy]-2-methyl-1-naphthyl}ethyl)tetrahyro-4-t-butyldimethylsilyloxy-2H-pyran-2-one). Yield: 48.9%. As a reaction SMILES: [CH3:1][C:2]1[CH:18]=[CH:17][C:5]([O:6][CH:7]([C:11]2[CH:16]=[CH:15][CH:14]=[CH:13][CH:12]=2)[C:8]([OH:10])=[O:9])=[CH:4][CH:3]=1.[Si:19]([O:26][C@H:27]1[CH2:36][C@H:35](O)[C@H:34]2[C:29]([CH:30]=[CH:31][C@H:32]([CH3:55])[C@@H:33]2[CH2:38][CH2:39][C@H:40]2[O:45][C:44](=[O:46])[CH2:43][C@H:42]([O:47][Si:48]([C:51]([CH3:54])([CH3:53])[CH3:52])([CH3:50])[CH3:49])[CH2:41]2)=[CH:28]1)([C:22]([CH3:25])([CH3:24])[CH3:23])([CH3:21])[CH3:20]>>[Si:19]([O:26][C@H:27]1[CH2:36][C@H:35]([O:9][C:8](=[O:10])[CH:7]([O:6][C:5]2[CH:4]=[CH:3][C:2]([CH3:1])=[CH:18][CH:17]=2)[C:11]2[CH:12]=[CH:13][CH:14]=[CH:15][CH:16]=2)[C@H:34]2[C:29]([CH:30]=[CH:31][C@H:32]([CH3:55])[C@@H:33]2[CH2:38][CH2:39][C@H:40]2[O:45][C:44](=[O:46])[CH2:43][C@H:42]([O:47][Si:48]([C:51]([CH3:54])([CH3:53])[CH3:52])([CH3:49])[CH3:50])[CH2:41]2)=[CH:28]1)([C:22]([CH3:23])([CH3:24])[CH3:25])([CH3:21])[CH3:20]. Reported procedure: A procedure similar to that described in Example 10, above, was followed, but using 0.32 g of (2RS)-2-(4-methylphenoxy)-2-phenylacetic acid and 0.61g of (4R,6R)-6-{(1S,2S,6S,8S,8aR)-2-[1,2,6,7,8,8a-hexahydro-6-t-butyldimethylsilyloxy-8-hydroxy-2-methyl-1-naphthyl]ethyl}tetrahydro-4-t-butyldimethylsilyloxy-2H-pyran-2-one [prepared as described in Example B, above], to give 0.42 g of the title compound as a colorless foam.